This data is from the Open Reaction Database (ORD), a public repository of structured organic reaction records. The task is: describe an organic reaction: reactants, conditions, products, and yield Starting materials: C(C(=O)C1=CC=CC=C1)NC1=C(NC2=CC(=CC=C12)C(F)(F)F)C(=O)OCC (3-[(phenacyl)amino]-2-carbethoxy-6-trifluoromethylindole), C(=O)(OC(C)(C)C)OC(=O)OC(C)(C)C (di-tert-butyl dicarbonate), O1CCCC1 (tetrahydrofuran), CN(C)C1=NC=CC=C1 (dimethylaminopyridine). The solvent is C(C)(=O)OCC (ethyl acetate). Reaction conditions: time 8 hour. Yields the product C(C(=O)C1=CC=CC=C1)CNC1=C(NC2=CC(=CC=C12)C(F)(F)F)C(=O)O (3-[(phenacyl)methylamino]-2-carboxy-6-trifluoromethylindole). The yield is 66.0%. RXN SMILES: [CH2:1]([NH:10][C:11]1[C:19]2[C:14](=[CH:15][C:16]([C:20]([F:23])([F:22])[F:21])=[CH:17][CH:18]=2)[NH:13][C:12]=1[C:24]([O:26]CC)=[O:25])[C:2](C1C=CC=CC=1)=O.C(OC(OC(C)(C)C)=O)(O[C:32](C)([CH3:34])[CH3:33])=O.[O:44]1[CH2:48][CH2:47][CH2:46][CH2:45]1.CN(C1C=CC=CN=1)C>C(OCC)(=O)C>[CH2:2]([CH2:1][NH:10][C:11]1[C:19]2[C:14](=[CH:15][C:16]([C:20]([F:21])([F:22])[F:23])=[CH:17][CH:18]=2)[NH:13][C:12]=1[C:24]([OH:26])=[O:25])[C:48]([C:47]1[CH:34]=[CH:32][CH:33]=[CH:45][CH:46]=1)=[O:44]. Procedure details: Mix 3-[(phenacyl)amino]-2-carbethoxy-6-trifluoromethylindole (390 mg, 1.04 mmol), di-tert-butyl dicarbonate (249 mg, 1.14 mmol), tetrahydrofuran (10 mL), dimethylaminopyridine (33 mg, 0.32 mmol) and stir overnight. Dilute the reaction with ethyl acetate, wash with 1M HCl, water, dry over magnesium sulfate, filter and concentrate in vacuo. Purify by flash chromatography (15% ethyl acetate/hexane) to yield the title compound as an amber oil (320 mg, 66%). Starting materials: BrC1=C(N=C(N1)Br)Br (Tribromoimidazole), C(=O)([O-])[O-].[K+].[K+] (K2CO3), ClCOCC1=CC=CC=C1 (benzyl chloromethyl ether). Solvent: CN(C)C=O (DMF). Reaction conditions: time 18 hour. Product: C(C1=CC=CC=C1)OCN1C(=NC(=C1Br)Br)Br (1-[(Benzyloxy)methyl]-2,4,5-tribromoimidazole). As a reaction SMILES: [Br:1][C:2]1[NH:6][C:5]([Br:7])=[N:4][C:3]=1[Br:8].C([O-])([O-])=O.[K+].[K+].Cl[CH2:16][O:17][CH2:18][C:19]1[CH:24]=[CH:23][CH:22]=[CH:21][CH:20]=1>CN(C=O)C>[CH2:18]([O:17][CH2:16][N:4]1[C:3]([Br:8])=[C:2]([Br:1])[N:6]=[C:5]1[Br:7])[C:19]1[CH:24]=[CH:23][CH:22]=[CH:21][CH:20]=1 |f:1.2.3|. Procedure: Tribromoimidazole (2.0 g, 6.6 mmol) in 25 mL of DMF solution was treated with powdered K2CO3 (12.7 g, 91.6 mmol). To the vigorously stirring suspension was added dropwise benzyl chloromethyl ether (1.4 g, 9.2 mmol). After 18 hours, the reaction mixture was filtered. The filtrate was concentrated in vacuo. The residue was chromatographed as described previously. The product was used immediately in Example 39.